Task: describe an organic reaction: reactants, conditions, products, and yield. Dataset: the Open Reaction Database (ORD), a public repository of structured organic reaction records The reactants are C1=CC=C(C=C1)P(C2=CC=CC=C2)C3=CC=CC=C3 (PPh3), C(Br)(Br)(Br)Br (CBr4), crude compound, BrC(=C[C@@H](C)NC(OC(C)(C)C)=O)Br ((R)-tert-butyl 4,4-dibromobut-3-en-2-ylcarbamate), [Li]CCCC (BuLi), O=C[C@@H](C)NC(OC(C)(C)C)=O ((R)-tert-butyl 1-oxopropan-2-ylcarbamate). The reagents and catalysts are [Zn] (zinc). Solvent: C(Cl)Cl (CH2Cl2), C1CCOC1 (THF), C(Cl)Cl (DCM). Conditions: temperature 0 celsius, time 3 hour. Yields the product crude compound, C[C@H](C#C)NC(OC(C)(C)C)=O ((R)-tert-butyl but-3-yn-2-ylcarbamate). RXN SMILES: C1C=CC(P(C2C=CC=CC=2)C2C=CC=CC=2)=CC=1.C(Br)(Br)(Br)Br.O=C[C@H](NC(=O)OC(C)(C)C)C.Br[C:38](Br)=[CH:39][C@H:40]([NH:42][C:43](=[O:49])[O:44][C:45]([CH3:48])([CH3:47])[CH3:46])[CH3:41].[Li]CCCC>C(Cl)Cl.C1COCC1.[Zn]>[CH3:41][C@@H:40]([NH:42][C:43](=[O:49])[O:44][C:45]([CH3:48])([CH3:47])[CH3:46])[C:39]#[CH:38]. Reported procedure: A solution of zinc (135 g, 2.08 mol), PPh3 (545 g, 2.08 mol) and CBr4 (682 g, 4.08 mol) in CH2Cl2 (2 L) was stirred at 0° C. for 1.5 hr. A solution of (R)-tert-butyl 1-oxopropan-2-ylcarbamate (114 g, 0.66 mol) in DCM was added in one portion, and the reaction mixture was stirred at 0° C. for another 3 hr. The mixture was quickly passed though a silica gel, and the solvent was evaporated to give the crude (R)-tert-butyl 4,4-dibromobut-3-en-2-ylcarbamate. To a cooled (−78° C.) solution of the crud... Starting materials: solid, Cl.Cl.Cl.O1COC2=C1C=CC=C2N2CCN(CC2)CC[C@@H]2CC[C@H](CC2)N (Trans-4-[2-(4-Benzo[1,3]dioxol-4-yl-piperazin-1-yl)-ethyl]-cyclohexylamine trihydrochloride), Cl.Cl.Cl.O1COC2=C1C=CC=C2N2CCN(CC2)CC[C@@H]2CC[C@H](CC2)N (Trans-4-[2-(4-Benzo[1,3]dioxol-4-yl-piperazin-1-yl)-ethyl]-cyclohexylamine trihydrochloride), CN1CCC(CC1)C(=O)O (1-methylpiperidine-4-carboxylic acid). Yields the product O1COC2=C1C=CC=C2N2CCN(CC2)CC[C@@H]2CC[C@H](CC2)NC(=O)C2CCN(CC2)C (1-Methyl-piperidine-4-carboxylic acid-trans-N-{4-[2-(4-benzo[1,3]dioxol-4-yl-piperazin-1-yl)-ethyl]-cyclohexyl}-amide). Reaction SMILES: Cl.Cl.Cl.[O:4]1[C:8]2[CH:9]=[CH:10][CH:11]=[C:12]([N:13]3[CH2:18][CH2:17][N:16]([CH2:19][CH2:20][C@H:21]4[CH2:26][CH2:25][C@H:24]([NH2:27])[CH2:23][CH2:22]4)[CH2:15][CH2:14]3)[C:7]=2[O:6][CH2:5]1.[CH3:28][N:29]1[CH2:34][CH2:33][CH:32]([C:35](O)=[O:36])[CH2:31][CH2:30]1>>[O:4]1[C:8]2[CH:9]=[CH:10][CH:11]=[C:12]([N:13]3[CH2:18][CH2:17][N:16]([CH2:19][CH2:20][C@H:21]4[CH2:26][CH2:25][C@H:24]([NH:27][C:35]([CH:32]5[CH2:33][CH2:34][N:29]([CH3:28])[CH2:30][CH2:31]5)=[O:36])[CH2:23][CH2:22]4)[CH2:15][CH2:14]3)[C:7]=2[O:6][CH2:5]1 |f:0.1.2.3|. Procedure: The title compound, white solid (26.2 mg, 67.5%), MS (ISP) m/z=457.3 [(M+H)+], was prepared in accordance with the general method of example 1 from Trans-4-[2-(4-Benzo[1,3]dioxol-4-yl-piperazin-1-yl)-ethyl]-cyclohexylamine hydrochloride (Intermediate A) (30 mg, 92.5 mmol) and 1-methylpiperidine-4-carboxylic acid. The reactants are COc1ccc(CC(=O)Cl)cc1, CCN(C(C)C)C(C)C, ClCCl, CC(C)(C)OC(=O)N1CCC(NCc2ccc(F)cc2)CC1, O. Product: COc1ccc(CC(=O)N(Cc2ccc(F)cc2)C2CCN(C(=O)OC(C)(C)C)CC2)cc1. Reaction SMILES: [CH3:32][O:33][c:34]1[cH:35][cH:36][c:37]([CH2:40][C:41](=[O:42])[Cl:43])[cH:38][cH:39]1.[CH:23]([N:24]([CH:25]([CH3:26])[CH3:27])[CH2:28][CH3:29])([CH3:30])[CH3:31].[Cl:45][CH2:46][Cl:47].[F:1][c:2]1[cH:3][cH:4][c:5]([CH2:8][NH:9][CH:10]2[CH2:11][CH2:12][N:13]([C:16](=[O:17])[O:18][C:19]([CH3:20])([CH3:21])[CH3:22])[CH2:14][CH2:15]2)[cH:6][cH:7]1.[OH2:44]>>[F:1][c:2]1[cH:3][cH:4][c:5]([CH2:8][N:9]([CH:10]2[CH2:11][CH2:12][N:13]([C:16](=[O:17])[O:18][C:19]([CH3:20])([CH3:21])[CH3:22])[CH2:14][CH2:15]2)[C:41]([CH2:40][c:37]2[cH:36][cH:35][c:34]([O:33][CH3:32])[cH:39][cH:38]2)=[O:42])[cH:6][cH:7]1. Reactants: BrC=1C(=C(C(=CC1)F)C(C)O)F (1-(3-bromo-2,6-difluorophenyl)ethanol). Reagents/catalysts: [O-2].[O-2].[Mn+4] (manganese dioxide). Solvent: C(C)#N (acetonitrile). Product: BrC=1C(=C(C(=CC1)F)C(C)=O)F (1-(3-bromo-2,6-difluorophenyl)ethanone). Yield: 89.8%. Reaction SMILES: [Br:1][C:2]1[C:3]([F:12])=[C:4]([CH:9]([OH:11])[CH3:10])[C:5]([F:8])=[CH:6][CH:7]=1>C(#N)C.[O-2].[O-2].[Mn+4]>[Br:1][C:2]1[C:3]([F:12])=[C:4]([C:9](=[O:11])[CH3:10])[C:5]([F:8])=[CH:6][CH:7]=1 |f:2.3.4|. Reported procedure: To a solution of 1-(3-bromo-2,6-difluorophenyl)ethanol (3.91 g) in acetonitrile (50 ml) was added manganese dioxide (2.87 g) at room temperature, and the mixture was heated under reflux for 20 hr. The reaction mixture was cooled, the insoluble material was filtered off, and the obtained filtrate was concentrated under reduced pressure. The residue was purified by silica gel column chromatography (hexane/ethyl acetate) to give the title compound (3.48 g). RXN SMILES: [C:1]([CH3:2])([CH3:3])([CH3:4])[c:5]1[c:6]([OH:15])[cH:7][c:8]([N+:12](=[O:13])[O-:14])[c:9]([Br:11])[cH:10]1.[C:28](=[O:29])([O-:30])[O-:31].[CH2:16]([CH3:17])[O:18][c:19]1[c:20]([B:25]([OH:26])[OH:27])[cH:21][cH:22][cH:23][cH:24]1.[K+:32].[K+:33].[O:35]=[CH:36][N:37]([CH3:38])[CH3:39].[OH2:34].[cH:40]1[cH:41][cH:42][c:43]([P:44]([Pd:45]([P:46]([c:47]2[cH:48][cH:49][cH:50][cH:51][cH:52]2)([c:53]2[cH:54][cH:55][cH:56][cH:57][cH:58]2)[c:59]2[cH:60][cH:61][cH:62][cH:63][cH:64]2)([P:65]([c:66]2[cH:67][cH:68][cH:69][cH:70][cH:71]2)([c:72]2[cH:73][cH:74][cH:75][cH:76][cH:77]2)[c:78]2[cH:79][cH:80][cH:81][cH:82][cH:83]2)[P:84]([c:85]2[cH:86][cH:87][cH:88][cH:89][cH:90]2)([c:91]2[cH:92][cH:93][cH:94][cH:95][cH:96]2)[c:97]2[cH:98][cH:99][cH:100][cH:101][cH:102]2)([c:103]2[cH:104][cH:105][cH:106][cH:107][cH:108]2)[c:109]2[cH:110][cH:111][cH:112][cH:113][cH:114]2)[cH:115][cH:116]1>>[C:1]([CH3:2])([CH3:3])([CH3:4])[c:5]1[c:6]([OH:15])[cH:7][c:8]([N+:12](=[O:13])[O-:14])[c:9](-[c:20]2[c:19]([O:18][CH2:16][CH3:17])[cH:24][cH:23][cH:22][cH:21]2)[cH:10]1. Product: CCOc1ccccc1-c1cc(C(C)(C)C)c(O)cc1[N+](=O)[O-]. The reactants are CC(C)(C)c1cc(Br)c([N+](=O)[O-])cc1O, O=C([O-])[O-], CCOc1ccccc1B(O)O, [K+], [K+], CN(C)C=O, O, c1ccc(P(c2ccccc2)(c2ccccc2)[Pd](P(c2ccccc2)(c2ccccc2)c2ccccc2)(P(c2ccccc2)(c2ccccc2)c2ccccc2)P(c2ccccc2)(c2ccccc2)c2ccccc2)cc1. Starting materials: COC1=CC=C(C=C1)C1=NC=2C(=NC=CC2)N1CC(=O)O (2-(4-methoxyphenyl)-3H-imidazo[4,5-b]pyridine-3-acetic acid), C(=O)(N1C=NC=C1)N1C=NC=C1 (1,1'-carbonyldiimidazole), N1CCCCC1 (piperidine). Yield: 61.1%. The product is COC1=CC=C(C=C1)C1=NC=2C(=NC=CC2)N1CC(N1CCCCC1)=O (2-(4-Methoxyphenyl)-3-[2-oxo-2-(1-piperidinyl)ethyl]-3H-imidazo[4,5-b]pyridine). Run at time 3 hour. Solvent: O1CCCC1 (tetrahydrofuran). As a reaction SMILES: [CH3:1][O:2][C:3]1[CH:8]=[CH:7][C:6]([C:9]2[N:17]([CH2:18][C:19]([OH:21])=O)[C:12]3=[N:13][CH:14]=[CH:15][CH:16]=[C:11]3[N:10]=2)=[CH:5][CH:4]=1.C(N1C=CN=C1)(N1C=CN=C1)=O.[NH:34]1[CH2:39][CH2:38][CH2:37][CH2:36][CH2:35]1>O1CCCC1>[CH3:1][O:2][C:3]1[CH:4]=[CH:5][C:6]([C:9]2[N:17]([CH2:18][C:19](=[O:21])[N:34]3[CH2:39][CH2:38][CH2:37][CH2:36][CH2:35]3)[C:12]3=[N:13][CH:14]=[CH:15][CH:16]=[C:11]3[N:10]=2)=[CH:7][CH:8]=1. Procedure: Under nitrogen bubbling, a mixture of 2-(4-methoxyphenyl)-3H-imidazo[4,5-b]pyridine-3-acetic acid (4.2 g, 0.015 mole) and 1,1'-carbonyldiimidazole (2.43 g, 0.015 mole) in 120 ml of tetrahydrofuran was stirred at room temperature for 3 hrs. Then, under nitrogen atmosphere, piperidine (1.92 g, 0.022 mole) was added and the reaction mixture was allowed to stir at room temperature overnight. The reaction mixture was filtered and the filtrate was evaporated to dryness, then placed under high vacuum f... Reactants: OC1N(C(C2=CC=CC=C12)=O)CSC1=CC=NC=C1 (4-[(3-hydroxyisoindolin-1-on-2-yl)methylthio]pyridine), [BH4-].[Na+] (sodium borohydride), O (water), N (ammonia). Run in FC(C(=O)O)(F)F (trifluoroacetic acid). Reaction conditions: time 15 minute. Product: C1(N(CC2=CC=CC=C12)CSC1=CC=NC=C1)=O (4-[(isoindolin-1-on-2-yl)methylthio]pyridine). The yield is 54.6%. As a reaction SMILES: [OH:1][CH:2]1[C:10]2[C:5](=[CH:6][CH:7]=[CH:8][CH:9]=2)[C:4](=O)[N:3]1[CH2:12][S:13][C:14]1[CH:19]=[CH:18][N:17]=[CH:16][CH:15]=1.[BH4-].[Na+].O.N>FC(F)(F)C(O)=O>[C:2]1(=[O:1])[C:10]2[C:5](=[CH:6][CH:7]=[CH:8][CH:9]=2)[CH2:4][N:3]1[CH2:12][S:13][C:14]1[CH:19]=[CH:18][N:17]=[CH:16][CH:15]=1 |f:1.2|. Reported procedure: To a solution of 681 mg (2.5 mmol) of 4-[(3-hydroxyisoindolin-1-on-2-yl)methylthio]pyridine in 6 ml of trifluoroacetic acid, 0.30 g (7.93 mmol) of sodium borohydride was added in small portions, and the mixture was stirred for 15 minutes. The reaction mixture was poured into cold water and aqueous ammonia was added to make the mixture basic, followed by extraction with methylene chloride. The extract was dried over anhydrous magnesium sulfate and the solvent was distilled off. The residue was pu... The reactants are C1(=CC=CC=C1)C(OCCCCCCCl)C1=CC=CC=C1 (6-(dipenylmethoxy)hexyl chloride), N1CCNCC1 (piperazine). Product: C1(=CC=CC=C1)C(OCCCCCCN1CCNCC1)C1=CC=CC=C1 (1-[6-(Dipenylmethoxy)hexyl]piperazine). The yield is 94.0%. RXN SMILES: [C:1]1([CH:7]([C:16]2[CH:21]=[CH:20][CH:19]=[CH:18][CH:17]=2)[O:8][CH2:9][CH2:10][CH2:11][CH2:12][CH2:13][CH2:14]Cl)[CH:6]=[CH:5][CH:4]=[CH:3][CH:2]=1.[NH:22]1[CH2:27][CH2:26][NH:25][CH2:24][CH2:23]1>>[C:1]1([CH:7]([C:16]2[CH:21]=[CH:20][CH:19]=[CH:18][CH:17]=2)[O:8][CH2:9][CH2:10][CH2:11][CH2:12][CH2:13][CH2:14][N:22]2[CH2:27][CH2:26][NH:25][CH2:24][CH2:23]2)[CH:6]=[CH:5][CH:4]=[CH:3][CH:2]=1. Procedure: Using 6-(dipenylmethoxy)hexyl chloride and piperazine, the procedure of Reference Example 16 was otherwise repeated to provide the title compound. The reactants are C(C)(C)(C)N1N=C(C=C1N)C (1-(tert-butyl)-3-methyl-1H-pyrazol-5-amine), C(C)(=O)OC(C)=O (acetic anhydride). Product: C(C)(C)(C)N1N=C(C=C1NC(C)=O)C (N-(1-(tert-Butyl)-3-methyl-1H-pyrazol-5-yl)acetamide). As a reaction SMILES: [C:1]([N:5]1[C:9]([NH2:10])=[CH:8][C:7]([CH3:11])=[N:6]1)([CH3:4])([CH3:3])[CH3:2].[C:12](OC(=O)C)(=[O:14])[CH3:13]>>[C:1]([N:5]1[C:9]([NH:10][C:12](=[O:14])[CH3:13])=[CH:8][C:7]([CH3:11])=[N:6]1)([CH3:4])([CH3:3])[CH3:2]. Procedure details: To 1-(tert-butyl)-3-methyl-1H-pyrazol-5-amine (110 g, 0.71 mol), acetic anhydride (73 ml, 0.71 mol) was added dropwise with stirring. The reaction mixture was stirred for 1-2 h at 20-35° C. Thereafter the reaction mixture was washed with excess of hexane and filtered to obtain the title compound as a yellow solid. MP: 118-120° C. Reactants: [Na] (sodium), CO (methanol), Cuprous bromide, [C-]#N.[Na+] (sodium cyanide), BrC=1SC=CC1 (2-Bromothiophene), CO (methanol). The solvent is O (water). Yields the product C[O-].[Na+] (sodium methoxide), COC=1SC=CC1 (2-methoxythiophene). Yield: 76.0%. As a reaction SMILES: [Na].Br[C:3]1[S:4][CH:5]=[CH:6][CH:7]=1.[C-]#N.[Na+:10].[CH3:11][OH:12]>O>[CH3:11][O-:12].[Na+:10].[CH3:11][O:12][C:3]1[S:4][CH:5]=[CH:6][CH:7]=1 |f:2.3,6.7,^1:0|. Reported procedure: 2-Methoxythiophene was prepared by the procedures described in H. A. Keeystra et aL, Tetrahedron, 1992, 48, 3633. Thus, a solution of sodium methoxide in methanol was prepared by adding sodium (2.12 g, 92.2 mmol) to methanol (14 ml). 2-Bromothiophene (10 g, 61.3 mmol) was added while maintaining reflux. Cuprous bromide (0.88 g, 6.1 mmol) was added and the mixture was maintained at reflux for 5.5 hours. A solution of sodium cyanide (3 g, 61.3 mmol) in water (30 ml) was added at 20-25° C. under vi...